describe an organic reaction: reactants, conditions, products, and yield From a dataset of the Open Reaction Database (ORD), a public repository of structured organic reaction records. Starting materials: C#CCBr, O=C([O-])[O-], CC#N, NCCC1CCCCC1, [K+], [K+]. The product is C#CCNCCC1CCCCC1. Reaction SMILES: [Br:1][CH2:2][C:3]#[CH:4].[C:14](=[O:15])([O-:16])[O-:17].[CH3:20][C:21]#[N:22].[CH:5]1([CH2:11][CH2:12][NH2:13])[CH2:6][CH2:7][CH2:8][CH2:9][CH2:10]1.[K+:18].[K+:19]>>[CH:2]#[C:3][CH2:4][NH:13][CH2:12][CH2:11][CH:5]1[CH2:6][CH2:7][CH2:8][CH2:9][CH2:10]1.